describe an organic reaction: reactants, conditions, products, and yield From a dataset of the Open Reaction Database (ORD), a public repository of structured organic reaction records. Reactants: C(Cl)Cl (CH2Cl2), ClC1=C(C#N)C=CC(=C1)B1OC(C(O1)(C)C)(C)C (2-chloro-4-(4,4,5,5-tetramethyl-[1,3,2]dioxaborolan-2-yl)benzonitrile), BrC=1C=NC=C(C1C(CO[Si](C)(C)C(C)(C)C)O)F (1-(3-bromo-5-fluoro-pyridin-4-yl)-2-(tert-butyl-dimethyl-silanyloxy)-ethanol), C([O-])([O-])=O.[Na+].[Na+] (sodium carbonate), Cl (HCl), O1CCOCC1 (dioxane). Solvent: CN(C)C=O (DMF), C(C)(=O)OCC (ethyl acetate). Run at temperature 100 celsius, time 3 day. Product: ClC1=C(C#N)C=CC(=C1)C=1C=NC=C(C1C(CO)O)F (2-chloro-4-[4-(1,2-dihydroxy-ethyl)-5-fluoro-pyridin-3-yl]-benzonitrile). RXN SMILES: [Cl:1][C:2]1[CH:9]=[C:8](B2OC(C)(C)C(C)(C)O2)[CH:7]=[CH:6][C:3]=1[C:4]#[N:5].Br[C:20]1[CH:21]=[N:22][CH:23]=[C:24]([F:37])[C:25]=1[CH:26]([OH:36])[CH2:27][O:28][Si](C(C)(C)C)(C)C.C(=O)([O-])[O-].[Na+].[Na+].C(Cl)Cl.Cl.O1CCOCC1>C(OCC)(=O)C.CN(C=O)C>[Cl:1][C:2]1[CH:9]=[C:8]([C:20]2[CH:21]=[N:22][CH:23]=[C:24]([F:37])[C:25]=2[CH:26]([OH:36])[CH2:27][OH:28])[CH:7]=[CH:6][C:3]=1[C:4]#[N:5] |f:2.3.4|. Procedure: A 25 mL round bottom flask was charged with 2-chloro-4-(4,4,5,5-tetramethyl-[1,3,2]dioxaborolan-2-yl)benzonitrile (250 mg, 0.949 mmol), 1-(3-bromo-5-fluoro-pyridin-4-yl)-2-(tert-butyl-dimethyl-silanyloxy)-ethanol (332 mg, 0.949 mmol), 2M aqueous sodium carbonate (0.95 mL, 1.90 mmol) and DMF (5 mL). The reaction mixture was evacuated and flushed with N2 twice followed by addition of PdCl2(dppf).CH2Cl2 adduct (38.7 mg, 0.047 mmol). The reaction was stirred under N2 at 100° C. for 3 days. The react...